Dataset: the Open Reaction Database (ORD), a public repository of structured organic reaction records. Task: describe an organic reaction: reactants, conditions, products, and yield The reactants are NC1=NC=NC=N1 (2-amino-s-triazine), N-cyanimido-esters, NC(=N)N (guanidine), COC(N)=N (O-methylisourea), amides. The product is NC1=NC(=NC(=N1)OC)C (2-amino-4-methoxy-6-methyl-s-triazine), COC(N)=N (O-methylisourea). As a reaction SMILES: [NH2:1][C:2]1[N:7]=[CH:6][N:5]=[CH:4][N:3]=1.N[C:9](N)=N.[CH3:12][O:13][C:14](=[NH:16])[NH2:15]>>[NH2:1][C:2]1[N:7]=[C:6]([O:13][CH3:12])[N:5]=[C:4]([CH3:9])[N:3]=1.[CH3:12][O:13][C:14](=[NH:15])[NH2:16]. Reported procedure: According to U.S. Pat. No. 3,754,547, 2-amino-s-triazine derivatives can be prepared by reaction of N-cyanimido-esters with guanidine, O-methylisourea or amides. This process is also unsuitable on an industrial scale, since the yields produced are only about one-half of the desired yield (a maximum yield of 45% results in the case of the important compound 2-amino-4-methoxy-6-methyl-s-triazine), and the free O-methylisourea base, which is relatively unstable, must be used as the starting substan... The reactants are ClC=1C(=C(C(=NC1)N)[N+](=O)[O-])N1CCN(CC1)CC=1C=NC=CC1 (5-chloro-3-nitro-4-(4-pyridin-3-ylmethyl-piperazin-1-yl)-pyridin-2-ylamine), CCO (EtOH), [O-]S(=O)S(=O)[O-].[Na+].[Na+] (Na2S2O4), N1(CCOCC1)CC1=CC=C(C=O)C=C1 (4-morpholin-4-ylmethyl-benzaldehyde). The solvent is C(C)OCC (diethyl ether). Reaction conditions: temperature 80 celsius, time 20 hour. Yields the product ClC=1C(=C2C(=NC1)NC(=N2)C2=CC=C(C=C2)CN2CCOCC2)N2CCN(CC2)CC=2C=NC=CC2 (6-Chloro-2-(4-morpholin-4-ylmethyl-phenyl)-7-(4-pyridin-3-ylmethyl-piperazin-1-yl)-3H-imidazo[4,5-b]pyridine). RXN SMILES: [Cl:1][C:2]1[C:3]([N:12]2[CH2:17][CH2:16][N:15]([CH2:18][C:19]3[CH:20]=[N:21][CH:22]=[CH:23][CH:24]=3)[CH2:14][CH2:13]2)=[C:4]([N+:9]([O-])=O)[C:5]([NH2:8])=[N:6][CH:7]=1.CCO.[N:28]1([CH2:34][C:35]2[CH:42]=[CH:41][C:38]([CH:39]=O)=[CH:37][CH:36]=2)[CH2:33][CH2:32][O:31][CH2:30][CH2:29]1.[O-]S(S([O-])=O)=O.[Na+].[Na+]>C(OCC)C>[Cl:1][C:2]1[C:3]([N:12]2[CH2:17][CH2:16][N:15]([CH2:18][C:19]3[CH:20]=[N:21][CH:22]=[CH:23][CH:24]=3)[CH2:14][CH2:13]2)=[C:4]2[N:9]=[C:39]([C:38]3[CH:37]=[CH:36][C:35]([CH2:34][N:28]4[CH2:33][CH2:32][O:31][CH2:30][CH2:29]4)=[CH:42][CH:41]=3)[NH:8][C:5]2=[N:6][CH:7]=1 |f:3.4.5|. Procedure: To a mixture of 5-chloro-3-nitro-4-(4-pyridin-3-ylmethyl-piperazin-1-yl)-pyridin-2-ylamine (0.031 g, 0.09 mmol) and EtOH (3.0 ml) was added 4-morpholin-4-ylmethyl-benzaldehyde (0.025 g, 0.12 mmol) followed by a freshly prepared aqueous solution of Na2S2O4 (1M; 0.36 ml, 0.36 mmol). The reaction mixture was stirred at 80° C. for 20 h, then allowed to cool to room temperature and concentrated in vacuo. The resulting residue was absorbed on silica, and the free-running powder was placed on a 10 g is... Starting materials: O.[OH-].[Li+] (lithium hydroxide monohydrate), COC(=O)C1=CN(C2=CC=CC=C12)C1=CC=NC2=CC=C(C=C12)OC (3-methoxycarbonyl-1-(6-methoxyquinol-4-yl)-1H-indole). Run in O (water), O (water), O1CCCC1 (tetrahydrofuran). Yields the product C(=O)(O)C1=CN(C2=CC=CC=C12)C1=CC=NC2=CC=C(C=C12)OC (3-Carboxy-1-(6-methoxyquinol-4-yl)-1H-indole). RXN SMILES: O.[OH-].[Li+].C[O:5][C:6]([C:8]1[C:16]2[C:11](=[CH:12][CH:13]=[CH:14][CH:15]=2)[N:10]([C:17]2[C:26]3[C:21](=[CH:22][CH:23]=[C:24]([O:27][CH3:28])[CH:25]=3)[N:20]=[CH:19][CH:18]=2)[CH:9]=1)=[O:7]>O1CCCC1.O>[C:6]([C:8]1[C:16]2[C:11](=[CH:12][CH:13]=[CH:14][CH:15]=2)[N:10]([C:17]2[C:26]3[C:21](=[CH:22][CH:23]=[C:24]([O:27][CH3:28])[CH:25]=3)[N:20]=[CH:19][CH:18]=2)[CH:9]=1)([OH:7])=[O:5] |f:0.1.2|. Reported procedure: 0.252 g (6 mmol) of lithium hydroxide monohydrate and 8 cm3 of water are added to 0.7 g (2.11 mmol) of 3-methoxycarbonyl-1-(6-methoxyquinol-4-yl)-1H-indole dissolved in 8 cm3 of tetrahydrofuran. After stirring at reflux for 20 hours, the reaction mixture is concentrated to dryness under reduced pressure (2.7 kPa) to give a residue which is taken up in 20 cm3 of water (pH=10). The resulting aqueous solution is washed with 30 cm3 of ethyl acetate, adjusted to pH 6 with N hydrochloric acid and extr... The reactants are CSC1=C(CO)C=CC=C1 (2-methylthio-benzylalcohol), [Br-].[Br-].C1(=CC=CC=C1)P(C1=CC=CC=C1)C1=CC=CC=C1 (triphenylphosphine dibromide). Run in CO (methanol). Reaction conditions: time 18 hour. The product is CSC1=C(CBr)C=CC=C1 (2-(Methylthio)benzylbromide). The yield is 51.4%. RXN SMILES: [CH3:1][S:2][C:3]1[CH:10]=[CH:9][CH:8]=[CH:7][C:4]=1[CH2:5]O.[Br-:11].[Br-].C1(P(C2C=CC=CC=2)C2C=CC=CC=2)C=CC=CC=1>CO>[CH3:1][S:2][C:3]1[CH:10]=[CH:9][CH:8]=[CH:7][C:4]=1[CH2:5][Br:11] |f:1.2.3|. Reported procedure: To a solution of 400 mg (2.59 mmol) of 2-methylthio-benzylalcohol in 8 mL of methanol was added 1.42 g (3.37 mmol) of triphenylphosphine dibromide and stirred at room temperature for 18 h. The mixture was concentrated and purified by silica gel flash chromatography, eluting with 2% ethyl acetate/hexane to give 289 mg of the title compound. NMR (CDCl3): δ 2.50 (s, 3H), 4.63 (s, 2H), 7.13 (m, 1H), 7.27 (m, 2H), 7.34 (d, 1). The reactants are ClC1=C2C(=NC(=N1)SC)NN=C2C2CCCC2 (4-Chloro-3-cyclopentyl-6-methylsulfanyl-1H-pyrazolo[3,4-d]pyrimidine), NC[C@H](C)O ((S)-1-Amino-propan-2-ol). Run in C1CCOC1 (THF). Product: C1(CCCC1)C1=NNC2=NC(=NC(=C21)NC[C@@H](C)O)SC ((R)-1-(3-Cyclopentyl-6-methylsulfanyl-1H-pyrazolo[3,4-d]pyrimidin-4-ylamino)-propan-2-ol). The yield is 97.9%. RXN SMILES: Cl[C:2]1[N:7]=[C:6]([S:8][CH3:9])[N:5]=[C:4]2[NH:10][N:11]=[C:12]([CH:13]3[CH2:17][CH2:16][CH2:15][CH2:14]3)[C:3]=12.[NH2:18][CH2:19][C@@H:20]([OH:22])[CH3:21]>C1COCC1>[CH:13]1([C:12]2[C:3]3[C:4](=[N:5][C:6]([S:8][CH3:9])=[N:7][C:2]=3[NH:18][CH2:19][C@H:20]([OH:22])[CH3:21])[NH:10][N:11]=2)[CH2:17][CH2:16][CH2:15][CH2:14]1. Procedure details: 4-Chloro-3-cyclopentyl-6-methylsulfanyl-1H-pyrazolo[3,4-d]pyrimidine (500 mg, 1.860 mmol) was dissolved in 25 mL dry THF, and (S)-1-Amino-propan-2-ol (1.758 mL, 22.32 mmol) was added. The reaction mixture was heated to reflux for three hours, then cooled to room temperature. The reaction mixture was partitioned between water and ethyl acetate, and the organic phase was separated, washed with water, washed with brine, dried (MgSO4), filtered and evaporated under reduced pressure to give 0.56 g of...